From a dataset of the Open Reaction Database (ORD), a public repository of structured organic reaction records. describe an organic reaction: reactants, conditions, products, and yield Starting materials: C(=O)=O.CC(=O)C (dry ice acetone), ClC=1C=2N(C=CN1)C(=NC2C2=CC=C1C=CC=NC1=C2)C2CCC2 (7-(8-chloro-3-cyclobutylimidazo[1,5-a]pyrazin-1-yl)-quinoline), N.CC(C)O (NH3 iPrOH), N (NH3). Reaction conditions: temperature 110 celsius. Product: C1(CCC1)C1NC(=C2N1C=CN=C2N)C2=CC=C1C=CC(=NC1=C2)C2=CC=CC=C2 (3-Cyclobutyl-1-(2-phenylquinolin-7-yl)-2H-imidazo[1,5-a]pyrazin-8-ylamine). RXN SMILES: [NH3:1].C(=O)=O.[CH3:5][C:6]([CH3:8])=O.Cl[C:10]1[C:11]2[N:12]([C:16]([CH:29]3[CH2:32][CH2:31][CH2:30]3)=[N:17][C:18]=2[C:19]2[CH:28]=[C:27]3[C:22]([CH:23]=[CH:24][CH:25]=[N:26]3)=[CH:21][CH:20]=2)[CH:13]=[CH:14][N:15]=1.N.[CH3:34][CH:35](O)[CH3:36]>>[CH:29]1([CH:16]2[N:12]3[CH:13]=[CH:14][N:15]=[C:10]([NH2:1])[C:11]3=[C:18]([C:19]3[CH:28]=[C:27]4[C:22]([CH:23]=[CH:24][C:25]([C:6]5[CH:8]=[CH:36][CH:35]=[CH:34][CH:5]=5)=[N:26]4)=[CH:21][CH:20]=3)[NH:17]2)[CH2:32][CH2:31][CH2:30]1 |f:1.2,4.5|. Procedure details: Gaseous NH3 is condensed into a cooled (dry ice/acetone) solution of 7-(8-chloro-3-cyclobutylimidazo[1,5-a]pyrazin-1-yl)-quinoline (160.0 mg, 0.389 mmol) in 2M NH3/iPrOH (4 mL) in a pressure tube until the volume is doubled, then the tube is sealed and heated to 110° C. (bath temp.) for 15 h. The solvents are evaporated, and the crude material is chromatographed on silica gel [Jones Flashmaster, 10 g/70 mL cartridge, eluting with CH2Cl2 (1-7)-1% MeOH in CH2Cl2 (8-23)→2% MeOH in CH2Cl2 (24-46)] t... The reactants are NCCN1N=C(C=C1)C1=CC(=C(C#N)C=C1)[N+](=O)[O-] (4-(1-(2-aminoethyl)-1H-pyrazol-3-yl)-2-nitrobenzonitrile), C(C)(=O)C1=NNC(=C1)C(=O)O (3-acetyl-1H-pyrazole-5-carboxylic acid). The product is C(C)(=O)C1=NNC(=C1)C(=O)NCCN1N=C(C=C1)C1=CC(=C(C=C1)C#N)[N+](=O)[O-] (3-acetyl-N-(2-(3-(4-cyano-3-nitrophenyl)-1H-pyrazol-1-yl)ethyl)-1H-pyrazole-5-carboxamide). As a reaction SMILES: [NH2:1][CH2:2][CH2:3][N:4]1[CH:8]=[CH:7][C:6]([C:9]2[CH:16]=[CH:15][C:12]([C:13]#[N:14])=[C:11]([N+:17]([O-:19])=[O:18])[CH:10]=2)=[N:5]1.[C:20]([C:23]1[CH:27]=[C:26]([C:28](O)=[O:29])[NH:25][N:24]=1)(=[O:22])[CH3:21]>>[C:20]([C:23]1[CH:27]=[C:26]([C:28]([NH:1][CH2:2][CH2:3][N:4]2[CH:8]=[CH:7][C:6]([C:9]3[CH:16]=[CH:15][C:12]([C:13]#[N:14])=[C:11]([N+:17]([O-:19])=[O:18])[CH:10]=3)=[N:5]2)=[O:29])[NH:25][N:24]=1)(=[O:22])[CH3:21]. Procedure: The title compound was prepared from 4-(1-(2-aminoethyl)-1H-pyrazol-3-yl)-2-nitrobenzonitrile (150 mg) and 3-acetyl-1H-pyrazole-5-carboxylic acid (94 mg) using the method of Example 34(d). Yield 84 mg. 1H-NMR (400 MHz; d6-DMSO): δ 3.30 (s, 3H), 3.71 (q, 2H), 4.39 (t, 2H), 7.05 (d, 1H), 7.27 (br. s, 1H), 7.88 (d, 1H), 8.18 (d, 1H), 8.33 (d, 1H), 8.45-8.75 (m, 1H), 8.66 (d, 1H), 14.16 (s, 1H). Reactants: C1CN(CCN1C(OC(C)(C)C)=O)C[B-](F)(F)F.[K+], c1(cc(c2c(c1Cl)C(N(CC2)Cc1c(cc(nc1OCc1ccccc1)C)C)=O)Cl)Br. Reagents/catalysts: c1ccc(cc1)-c2c3ccccc3cc4ccccc24 (9-Phenylanthracene), [O-]P(=O)([O-])[O-].[K+].[K+].[K+]   (K3PO4), O (water), O1c2c(C(c3c1c(ccc3)P(c1ccccc1)c1ccccc1)(C)C)cccc2P(c1ccccc1)c1ccccc1.Cl[Pd]Cl (Pd(XanthPhos)Cl2). Run in CC1=CC=CC=C1 (Toluene). Reaction conditions: temperature 100 celsius, time 18 hour. The product is Cc1cc(C)c(CN2CCc3c(Cl)cc(CN4CCN(CC4)C(=O)OC(C)(C)C)c(Cl)c3C2=O)c(OCc5ccccc5)n1. RXN SMILES: [CH3:1][c:2]1[n:30][c:21]([O:22][CH2:23][c:24]2[cH:29][cH:28][cH:27][cH:26][cH:25]2)[c:6]([CH2:7][N:8]3[C:19](=[O:20])[c:18]([c:11]4[CH2:10][CH2:9]3)[c:16]([Cl:17])[c:15](Br)[cH:14][c:12]4[Cl:13])[c:4]([CH3:5])[cH:3]1.[K+].[CH3:31][C:32]([O:35][C:36]([N:38]1[CH2:44][CH2:43][N:41]([CH2:42][B-](F)(F)F)[CH2:40][CH2:39]1)=[O:37])([CH3:34])[CH3:33]>>[CH3:1][c:2]1[n:30][c:21]([O:22][CH2:23][c:24]2[cH:29][cH:28][cH:27][cH:26][cH:25]2)[c:6]([CH2:7][N:8]3[C:19](=[O:20])[c:18]([c:11]4[CH2:10][CH2:9]3)[c:16]([Cl:17])[c:15]([CH2:42][N:41]5[CH2:43][CH2:44][N:38]([C:36]([O:35][C:32]([CH3:34])([CH3:33])[CH3:31])=[O:37])[CH2:39][CH2:40]5)[cH:14][c:12]4[Cl:13])[c:4]([CH3:5])[cH:3]1. Reactants: O=C(n1ccnc1)n1ccnc1, CN(C)C=O, CN(C)c1ccncc1, O=C(O)Cc1ccc(Cl)s1, NC(=O)N1C(=O)Cc2cc(Cl)ccc21. The product is NC(=O)N1C(=O)C(C(=O)Cc2ccc(Cl)s2)c2cc(Cl)ccc21. Reaction SMILES: [C:11]([n:12]1[cH:13][cH:14][n:15][cH:16]1)([n:17]1[cH:18][cH:19][n:20][cH:21]1)=[O:22].[CH3:37][N:38]([CH3:39])[CH:40]=[O:41].[CH3:42][N:43]([c:44]1[cH:45][cH:46][n:47][cH:48][cH:49]1)[CH3:50].[Cl:1][c:2]1[cH:3][cH:4][c:5]([CH2:7][C:8](=[O:9])[OH:10])[s:6]1.[Cl:23][c:24]1[cH:25][c:26]2[c:30]([cH:31][cH:32]1)[N:29]([C:33](=[O:34])[NH2:35])[C:28](=[O:36])[CH2:27]2>>[Cl:1][c:2]1[cH:3][cH:4][c:5]([CH2:7][C:8](=[O:10])[CH:27]2[c:26]3[cH:25][c:24]([Cl:23])[cH:32][cH:31][c:30]3[N:29]([C:33](=[O:34])[NH2:35])[C:28]2=[O:36])[s:6]1. Reactants: ClCCN(C=1C(=C(C2=C(CC(O2)(C)C)C1C)C)C)CCCl (N,N-bis(2-chloroethyl)-2,2,4,6,7-pentamethyl-2,3-dihydro-1-benzofuran-5-amine), CN1N=CC=C1N (1-methyl-1H-pyrazole-5-amine). The product is CN1N=CC=C1N1CCN(CC1)C=1C(=C(C2=C(CC(O2)(C)C)C1C)C)C (1-(1-methyl-1H-pyrazole-5-yl)-4-(2,2,4,6,7-pentamethyl-2,3-dihydro-1-benzofuran-5-yl)piperazine). The yield is 3.7%. Reaction SMILES: Cl[CH2:2][CH2:3][N:4]([CH2:19][CH2:20]Cl)[C:5]1[C:6]([CH3:18])=[C:7]([CH3:17])[C:8]2[O:12][C:11]([CH3:14])([CH3:13])[CH2:10][C:9]=2[C:15]=1[CH3:16].[CH3:22][N:23]1[C:27]([NH2:28])=[CH:26][CH:25]=[N:24]1>>[CH3:22][N:23]1[C:27]([N:28]2[CH2:20][CH2:19][N:4]([C:5]3[C:6]([CH3:18])=[C:7]([CH3:17])[C:8]4[O:12][C:11]([CH3:14])([CH3:13])[CH2:10][C:9]=4[C:15]=3[CH3:16])[CH2:3][CH2:2]2)=[CH:26][CH:25]=[N:24]1. Procedure: By using N,N-bis(2-chloroethyl)-2,2,4,6,7-pentamethyl-2,3-dihydro-1-benzofuran-5-amine (660 mg, 2.0 mmol) synthesized in Reference Example 146 and 1-methyl-1H-pyrazole-5-amine (233 mg, 2.4 mmol), the reaction was carried out in the same manner as Example 117 to obtain 26 mg of the title compound as a colorless solid (yield 4%). Melting point was 126 to 128° C. (ethanol-water). Reactants: ClC1=NC=NC(=C1)C1=CC=C(C=C1)C(F)(F)F (4-chloro-6-(4-trifluoromethyl-phenyl)-pyrimidine), CC1=NC=2C=CC=C(C2N=C1)O (2-methyl-quinoxalin-5-ol), [H-].[Na+] (sodium hydride). The solvent is CN(C)C=O (DMF). Yields the product CC1=NC2=CC=CC(=C2N=C1)OC1=NC=NC(=C1)C1=CC=C(C=C1)C(F)(F)F (2-Methyl-5-[6-(4-trifluoromethyl-phenyl)-pyrimidin-4-yloxy]-quinoxaline). Reaction SMILES: Cl[C:2]1[CH:7]=[C:6]([C:8]2[CH:13]=[CH:12][C:11]([C:14]([F:17])([F:16])[F:15])=[CH:10][CH:9]=2)[N:5]=[CH:4][N:3]=1.[CH3:18][C:19]1[CH:28]=[N:27][C:26]2[C:25]([OH:29])=[CH:24][CH:23]=[CH:22][C:21]=2[N:20]=1.[H-].[Na+]>CN(C=O)C>[CH3:18][C:19]1[CH:28]=[N:27][C:26]2[C:21](=[CH:22][CH:23]=[CH:24][C:25]=2[O:29][C:2]2[CH:7]=[C:6]([C:8]3[CH:13]=[CH:12][C:11]([C:14]([F:17])([F:16])[F:15])=[CH:10][CH:9]=3)[N:5]=[CH:4][N:3]=2)[N:20]=1 |f:2.3|. Procedure details: The title compound was prepared analogous to the procedure in Example 29 using 4-chloro-6-(4-trifluoromethyl-phenyl)-pyrimidine, (Example 2(a), Method A), (0.20 g, 0.77 mmol), 2-methyl-quinoxalin-5-ol (0.14 g, 0.85 mmol, J. Med. Chem, 1988, 41, 4062.) DMF (3 mL), and a 60% dispersion of sodium hydride in mineral oil (0.040 g, 1.0 mmol, Aldrich). Purification by flash chromatography (0→75% EtOAc/hexanes) gave the title compound as an ivory powder. Mp: 135–141° C., MS (ESI, pos. ion) m/z: 383 (M+1...